This data is from the Open Reaction Database (ORD), a public repository of structured organic reaction records. The task is: describe an organic reaction: reactants, conditions, products, and yield Reactants: C(C)(C)C=1N=C(SC1)COC=1C=C(C=O)C=CC1 (3-[(4-isopropyl-2-thiazolyl)methoxy]benzaldehyde), ClC1=CC=C(C=C1)S(=O)(=O)NCCCCN (4-(4-chlorophenylsulfonylamino)butanamine), 3A. Solvent: C(C)O (ethanol). Conditions: time 3 hour. The product is ClC1=CC=C(C=C1)S(=O)(=O)NCCCCNCC1=CC(=CC=C1)OCC=1SC=C(N1)C(C)C (N-[4-(4-chlorobenzenesulfonylamino)butyl]-3-[(4-isopropyl-2-thiazolyl)methoxy]benzylamine). As a reaction SMILES: [CH:1]([C:4]1[N:5]=[C:6]([CH2:9][O:10][C:11]2[CH:12]=[C:13]([CH:16]=[CH:17][CH:18]=2)[CH:14]=O)[S:7][CH:8]=1)([CH3:3])[CH3:2].[Cl:19][C:20]1[CH:25]=[CH:24][C:23]([S:26]([NH:29][CH2:30][CH2:31][CH2:32][CH2:33][NH2:34])(=[O:28])=[O:27])=[CH:22][CH:21]=1>C(O)C>[Cl:19][C:20]1[CH:21]=[CH:22][C:23]([S:26]([NH:29][CH2:30][CH2:31][CH2:32][CH2:33][NH:34][CH2:14][C:13]2[CH:16]=[CH:17][CH:18]=[C:11]([O:10][CH2:9][C:6]3[S:7][CH:8]=[C:4]([CH:1]([CH3:3])[CH3:2])[N:5]=3)[CH:12]=2)(=[O:27])=[O:28])=[CH:24][CH:25]=1. Procedure: 2.27 g (8.69 mmol) of 3-[(4-isopropyl-2-thiazolyl)methoxy]benzaldehyde and 2.27 g (8.69 mmol) of 4-(4-chlorophenylsulfonylamino)butanamine were dissolved in 150 ml of ethanol and refluxed together with 4.0 g of molecular sieves 3A for 16 hours. The molecular sieves 3A was filtered out, and the filtrate was stirred together with 873 mg of sodium borohydride at room temperature for 3 hours. The reaction solution was evaporated in vacuo for removal of ethanol as the solvent and mixed with water and...